From a dataset of the Open Reaction Database (ORD), a public repository of structured organic reaction records. describe an organic reaction: reactants, conditions, products, and yield Starting materials: C(C)(=O)O (acetic acid), [N+](=O)([O-])C1=CC(=C(C(=O)N2CC=3N(CC4=C2C=CC=C4)N=CC3)C=C1)Cl (5,10-dihydro-5-(4-nitro-2-chlorobenzoyl)-4H-pyrazolo[5,1-c][1,4]benzodiazepine), stannous chloride dihydrate, C(=O)(O)[O-].[Na+] (NaHCO3). The solvent is C(C)O (ethanol). Run at time 0.5 hour. The product is NC1=CC(=C(C(=O)N2CC=3N(CC4=C2C=CC=C4)N=CC3)C=C1)Cl (5,10-Dihydro-5-(4-amino-2-chlorobenzoyl)-4H-pyrazolo[5,1-c][1,4]benzodiazepine). Isolated yield 78.7%. Reaction SMILES: [N+:1]([C:4]1[CH:25]=[CH:24][C:7]([C:8]([N:10]2[C:16]3[CH:17]=[CH:18][CH:19]=[CH:20][C:15]=3[CH2:14][N:13]3[N:21]=[CH:22][CH:23]=[C:12]3[CH2:11]2)=[O:9])=[C:6]([Cl:26])[CH:5]=1)([O-])=O.C([O-])(O)=O.[Na+].C(O)(=O)C>C(O)C>[NH2:1][C:4]1[CH:25]=[CH:24][C:7]([C:8]([N:10]2[C:16]3[CH:17]=[CH:18][CH:19]=[CH:20][C:15]=3[CH2:14][N:13]3[N:21]=[CH:22][CH:23]=[C:12]3[CH2:11]2)=[O:9])=[C:6]([Cl:26])[CH:5]=1 |f:1.2|. Reported procedure: A mixture of 0.553 g of 5,10-dihydro-5-(4-nitro-2-chlorobenzoyl)-4H-pyrazolo[5,1-c][1,4]benzodiazepine, 1.70 g of stannous chloride dihydrate in 20 ml of ethanol is heated at 70°-80° C. for 1 hour. The mixture is chilled, made basic with 1M NaHCO3 and then stirred at room temperature for 0.5 hour. The mixture is brought to pH 5 with acetic acid and extracted (several times) with ethyl acetate. The combined extracts are dried (Na2SO4) and passed through a pad of hydrous magnesium silicate. The fi... Reaction SMILES: [C:1](=[O:2])([OH:3])[c:4]1[c:5]([O:48][CH2:49][CH2:50][CH2:51][O:52][CH3:53])[cH:6][c:7]([CH2:8][O:9][CH:10]2[CH2:11][N:12]([C:36](=[O:37])[O:38][CH2:39][c:40]3[cH:41][cH:42][cH:43][cH:44][cH:45]3)[CH2:13][CH2:14][CH:15]2[c:16]2[cH:17][cH:18][c:19]([O:22][CH2:23][CH2:24][CH2:25][O:26][CH2:27][c:28]3[c:29]([O:34][CH3:35])[cH:30][cH:31][cH:32][cH:33]3)[cH:20][cH:21]2)[cH:46][cH:47]1.[CH3:60][N:61]([CH3:62])[CH:63]=[O:64].[Cl:54][C:55]([C:56]([Cl:57])=[O:58])=[O:59].[Cl:65][CH2:66][Cl:67]>>[C:1](=[O:2])([c:4]1[c:5]([O:48][CH2:49][CH2:50][CH2:51][O:52][CH3:53])[cH:6][c:7]([CH2:8][O:9][CH:10]2[CH2:11][N:12]([C:36](=[O:37])[O:38][CH2:39][c:40]3[cH:41][cH:42][cH:43][cH:44][cH:45]3)[CH2:13][CH2:14][CH:15]2[c:16]2[cH:17][cH:18][c:19]([O:22][CH2:23][CH2:24][CH2:25][O:26][CH2:27][c:28]3[c:29]([O:34][CH3:35])[cH:30][cH:31][cH:32][cH:33]3)[cH:20][cH:21]2)[cH:46][cH:47]1)[Cl:54]. The product is COCCCOc1cc(COC2CN(C(=O)OCc3ccccc3)CCC2c2ccc(OCCCOCc3ccccc3OC)cc2)ccc1C(=O)Cl. The reactants are COCCCOc1cc(COC2CN(C(=O)OCc3ccccc3)CCC2c2ccc(OCCCOCc3ccccc3OC)cc2)ccc1C(=O)O, CN(C)C=O, O=C(Cl)C(=O)Cl, ClCCl. Starting materials: COC(=O)CBr, CC(C)(C)OC(=O)Nc1ccc(Cl)cc1OCc1ccccc1, [H-], [Na+], CN(C)C=O. Product: COC(=O)CN(C(=O)OC(C)(C)C)c1ccc(Cl)cc1OCc1ccccc1. Reaction SMILES: [Br:26][CH2:27][C:28](=[O:29])[O:30][CH3:31].[C:1]([CH3:2])([CH3:3])([CH3:4])[O:5][C:6]([NH:7][c:8]1[c:9]([O:15][CH2:16][c:17]2[cH:18][cH:19][cH:20][cH:21][cH:22]2)[cH:10][c:11]([Cl:14])[cH:12][cH:13]1)=[O:23].[H-:25].[Na+:24].[O:32]=[CH:33][N:34]([CH3:35])[CH3:36]>>[C:1]([CH3:2])([CH3:3])([CH3:4])[O:5][C:6]([N:7]([c:8]1[c:9]([O:15][CH2:16][c:17]2[cH:18][cH:19][cH:20][cH:21][cH:22]2)[cH:10][c:11]([Cl:14])[cH:12][cH:13]1)[CH2:27][C:28](=[O:29])[O:30][CH3:31])=[O:23]. The reactants are CNC(=O)c1ccccc1Nc1nc(Cl)ncc1Cl, COc1c(N)ccc2c1CCC(=O)CC2. Yields the product CNC(=O)c1ccccc1Nc1nc(Nc2ccc3c(c2OC)CCC(=O)CC3)ncc1Cl. Reaction SMILES: [Cl:16][c:17]1[n:18][cH:19][c:20]([Cl:34])[c:21]([NH:23][c:24]2[c:25]([C:26](=[O:27])[NH:28][CH3:29])[cH:30][cH:31][cH:32][cH:33]2)[n:22]1.[NH2:1][c:2]1[cH:3][cH:4][c:5]2[c:6]([c:13]1[O:14][CH3:15])[CH2:7][CH2:8][C:9](=[O:12])[CH2:10][CH2:11]2>>[NH:1]([c:2]1[cH:3][cH:4][c:5]2[c:6]([c:13]1[O:14][CH3:15])[CH2:7][CH2:8][C:9](=[O:12])[CH2:10][CH2:11]2)[c:17]1[n:18][cH:19][c:20]([Cl:34])[c:21]([NH:23][c:24]2[c:25]([C:26](=[O:27])[NH:28][CH3:29])[cH:30][cH:31][cH:32][cH:33]2)[n:22]1. The reactants are salt, alcohol, CC[C@@]12CCCN3[C@@H]1C4=C(C=5C=CC=CC5N4C(=C2)C(=O)OC)CC3 (apovincamine), CC[C@@]12CCCN3[C@@H]1C4=C(C=5C=CC=CC5N4C(=C2)C(=O)OC)CC3 (apovincamine), C(CCCCCC)(=O)O (enanthic acid). The solvent is O (water). The product is CC[C@@]12CCCN3[C@@H]1C4=C(C=5C=CC=CC5N4C(=C2)C(=O)OC)CC3.C(CCCCCC)(=O)[O-] (Apovincamine enanthate). RXN SMILES: [CH3:1][CH2:2][C@:3]12[CH:19]=[C:18]([C:20]([O:22][CH3:23])=[O:21])[N:17]3[C:9]4=[C:10]([CH2:24][CH2:25][N:7]([C@@H:8]14)[CH2:6][CH2:5][CH2:4]2)[C:11]1[CH:12]=[CH:13][CH:14]=[CH:15][C:16]=13.[C:26]([OH:34])(=[O:33])[CH2:27][CH2:28][CH2:29][CH2:30][CH2:31][CH3:32]>O>[CH3:1][CH2:2][C@:3]12[CH:19]=[C:18]([C:20]([O:22][CH3:23])=[O:21])[N:17]3[C:9]4=[C:10]([CH2:24][CH2:25][N:7]([C@@H:8]14)[CH2:6][CH2:5][CH2:4]2)[C:11]1[CH:12]=[CH:13][CH:14]=[CH:15][C:16]=13.[C:26]([O-:34])(=[O:33])[CH2:27][CH2:28][CH2:29][CH2:30][CH2:31][CH3:32] |f:3.4|. Procedure details: According to the preceding example, 8.3 g of the salt are obtained starting from 6.73 g of apovincamine and 2.61 g of enanthic acid. The substance is insoluble in water and alcohol and the apovincamine content is 73%. Starting materials: COC(=O)C1C(=O)c2ccccc2S(=O)(=O)N1C, CO, Nc1cccc(F)n1, Cc1ccccc1C. Yields the product CN1C(C(=O)Nc2cccc(F)n2)C(=O)c2ccccc2S1(=O)=O. As a reaction SMILES: [CH3:1][N:2]1[S:3](=[O:17])(=[O:18])[c:4]2[c:5]([cH:13][cH:14][cH:15][cH:16]2)[C:6](=[O:12])[CH:7]1[C:8]([O:10][CH3:9])=[O:11].[CH3:35][OH:36].[NH2:19][c:20]1[n:21][c:22]([F:26])[cH:23][cH:24][cH:25]1.[c:27]1([CH3:28])[c:29]([CH3:30])[cH:31][cH:32][cH:33][cH:34]1>>[CH3:1][N:2]1[S:3](=[O:17])(=[O:18])[c:4]2[c:5]([cH:13][cH:14][cH:15][cH:16]2)[C:6](=[O:12])[CH:7]1[C:8](=[O:10])[NH:19][c:20]1[n:21][c:22]([F:26])[cH:23][cH:24][cH:25]1. Reactants: COC(=O)c1cnccc1C(=O)c1ccc(F)cc1, [H-], [Na+], CN(C)C=O, c1c[nH]cn1. Yields the product COC(=O)c1cnccc1C(=O)c1ccc(-n2ccnc2)cc1. RXN SMILES: [F:1][c:2]1[cH:3][cH:4][c:5]([C:6](=[O:7])[c:8]2[c:9]([C:14](=[O:15])[O:16][CH3:17])[cH:10][n:11][cH:12][cH:13]2)[cH:18][cH:19]1.[H-:21].[Na+:20].[O:27]=[CH:28][N:29]([CH3:30])[CH3:31].[nH:22]1[cH:23][n:24][cH:25][cH:26]1>>[c:2]1(-[n:22]2[cH:23][n:24][cH:25][cH:26]2)[cH:3][cH:4][c:5]([C:6](=[O:7])[c:8]2[c:9]([C:14](=[O:15])[O:16][CH3:17])[cH:10][n:11][cH:12][cH:13]2)[cH:18][cH:19]1. Reactants: O=C(CN1CCN(c2ccc(Cl)nn2)CC1)N1CCN(C2CCC2)CC1, [K+], [K+], O=C([O-])[O-], C1COCCO1, OB(O)c1ccccc1, c1ccc(P(c2ccccc2)(c2ccccc2)[Pd](P(c2ccccc2)(c2ccccc2)c2ccccc2)(P(c2ccccc2)(c2ccccc2)c2ccccc2)P(c2ccccc2)(c2ccccc2)c2ccccc2)cc1. The product is O=C(CN1CCN(c2ccc(-c3ccccc3)nn2)CC1)N1CCN(C2CCC2)CC1. RXN SMILES: [Cl:1][c:2]1[n:3][n:4][c:5]([N:8]2[CH2:9][CH2:10][N:11]([CH2:14][C:15](=[O:16])[N:17]3[CH2:18][CH2:19][N:20]([CH:23]4[CH2:24][CH2:25][CH2:26]4)[CH2:21][CH2:22]3)[CH2:12][CH2:13]2)[cH:6][cH:7]1.[K+:42].[K+:43].[O-:44][C:45]([O-:46])=[O:47].[O:36]1[CH2:37][CH2:38][O:39][CH2:40][CH2:41]1.[c:27]1([B:33]([OH:34])[OH:35])[cH:28][cH:29][cH:30][cH:31][cH:32]1.[cH:48]1[cH:49][cH:50][c:51]([P:52]([Pd:53]([P:54]([c:55]2[cH:56][cH:57][cH:58][cH:59][cH:60]2)([c:61]2[cH:62][cH:63][cH:64][cH:65][cH:66]2)[c:67]2[cH:68][cH:69][cH:70][cH:71][cH:72]2)([P:73]([c:74]2[cH:75][cH:76][cH:77][cH:78][cH:79]2)([c:80]2[cH:81][cH:82][cH:83][cH:84][cH:85]2)[c:86]2[cH:87][cH:88][cH:89][cH:90][cH:91]2)[P:92]([c:93]2[cH:94][cH:95][cH:96][cH:97][cH:98]2)([c:99]2[cH:100][cH:101][cH:102][cH:103][cH:104]2)[c:105]2[cH:106][cH:107][cH:108][cH:109][cH:110]2)([c:111]2[cH:112][cH:113][cH:114][cH:115][cH:116]2)[c:117]2[cH:118][cH:119][cH:120][cH:121][cH:122]2)[cH:123][cH:124]1>>[c:2]1(-[c:27]2[cH:28][cH:29][cH:30][cH:31][cH:32]2)[n:3][n:4][c:5]([N:8]2[CH2:9][CH2:10][N:11]([CH2:14][C:15](=[O:16])[N:17]3[CH2:18][CH2:19][N:20]([CH:23]4[CH2:24][CH2:25][CH2:26]4)[CH2:21][CH2:22]3)[CH2:12][CH2:13]2)[cH:6][cH:7]1.